The task is: describe an organic reaction: reactants, conditions, products, and yield. This data is from the Open Reaction Database (ORD), a public repository of structured organic reaction records. Starting materials: Cl.NC(C(=O)N1CCC(CC1)C1=CC=C(C=C1)Cl)CCC (2-amino-1-(4-(4-chlorophenyl)piperidin-1-yl)pentan-1-one hydrochloride), C=1C=CC2=C(C1)N=NN2O (HOBt), C(C1=CC=CC=C1)(=O)O (benzoic acid), C(CCl)Cl (EDC). The solvent is CCN(C(C)C)C(C)C (DIEA), CN(C)C=O (DMF), CO (MeOH), CN(C)C=O (DMF). Conditions: time 15 minute. The product is ClC1=CC=C(C=C1)C1CCN(CC1)C(C(CCC)NC(C1=CC=CC=C1)=O)=O (N-(1-(4-(4-chlorophenyl)piperidin-1-yl)-1-oxopentan-2-yl)benzamide). As a reaction SMILES: C1C=CC2N(O)N=NC=2C=1.[C:11]([OH:19])(=O)[C:12]1[CH:17]=[CH:16][CH:15]=[CH:14][CH:13]=1.C(Cl)CCl.Cl.[NH2:25][CH:26]([CH2:42][CH2:43][CH3:44])[C:27]([N:29]1[CH2:34][CH2:33][CH:32]([C:35]2[CH:40]=[CH:39][C:38]([Cl:41])=[CH:37][CH:36]=2)[CH2:31][CH2:30]1)=[O:28]>CN(C=O)C.CCN(C(C)C)C(C)C.CO>[Cl:41][C:38]1[CH:39]=[CH:40][C:35]([CH:32]2[CH2:31][CH2:30][N:29]([C:27](=[O:28])[CH:26]([NH:25][C:11](=[O:19])[C:12]3[CH:13]=[CH:14][CH:15]=[CH:16][CH:17]=3)[CH2:42][CH2:43][CH3:44])[CH2:34][CH2:33]2)=[CH:36][CH:37]=1 |f:3.4|. Procedure details: A reaction tube was charged with HOBt (13 mg), benzoic acid (9 mg) and EDC (18 mg) in DMF (0.75 mL) and then agitated at rt. for 15 min. A solution of 2-amino-1-(4-(4-chlorophenyl)piperidin-1-yl)pentan-1-one hydrochloride (20 mg) in DIEA (65 μL) and DMF (185 μL) was added to the reaction tube, and the resulting mixture was shaken overnight at rt. After this time, the resulting solution was diluted with MeOH and purified by preparative LC-MS to provide Example 180. MS found: (M+H)+=400. Starting materials: C1(CC1)N1C=C(C(C2=CC(=C(C=C12)F)F)=O)C(=O)O (1-cyclopropyl-6,7-difluoro-1,4-dihydro-4-oxo-3-quinolinecarboxylic acid), FCC1NCCNC1 (2-(fluoromethyl)piperazine). Run in N1=CC=CC=C1 (pyridine). Reaction conditions: temperature 115 celsius. The product is C1(CC1)N1C=C(C(C2=CC(=C(C=C12)N1CC(NCC1)CF)F)=O)C(=O)O (1-Cyclopropyl-6-fluoro-7-[3-(fluoromethyl)-1-piperazinyl]-1,4-dihydro-4-oxo-3-quinolinecarboxylic acid). Isolated yield 36.1%. RXN SMILES: [CH:1]1([N:4]2[C:13]3[C:8](=[CH:9][C:10]([F:15])=[C:11](F)[CH:12]=3)[C:7](=[O:16])[C:6]([C:17]([OH:19])=[O:18])=[CH:5]2)[CH2:3][CH2:2]1.[F:20][CH2:21][CH:22]1[CH2:27][NH:26][CH2:25][CH2:24][NH:23]1>N1C=CC=CC=1>[CH:1]1([N:4]2[C:13]3[C:8](=[CH:9][C:10]([F:15])=[C:11]([N:26]4[CH2:25][CH2:24][NH:23][CH:22]([CH2:21][F:20])[CH2:27]4)[CH:12]=3)[C:7](=[O:16])[C:6]([C:17]([OH:19])=[O:18])=[CH:5]2)[CH2:3][CH2:2]1. Procedure: A suspension of 530.4 mg of 1-cyclopropyl-6,7-difluoro-1,4-dihydro-4-oxo-3-quinolinecarboxylic acid, 590.7 mg of 2-(fluoromethyl)piperazine and 2 ml of pyridine was heated at 115° C. for 30 minutes, then filtered and the filtrate refrigerated overnight. The resulting crystals were collected, washed with water, ether and dried, giving 262 mg of the desired compound as light yellow crystals, mp 202°-203° C. The reactants are N([C@@H](CC1=CC=C(C=C1)O)C(=O)O)C(=O)OCC1=CC=CC=C1 (Z-(L)-Tyr-OH), C1CCC(CC1)N=C=NC2CCCCC2 (DCC), ice, C=1C=CC2=C(C1)N=NN2O (HOBT), N1CCOCC1 (morpholine). Run in C(Cl)Cl (methylene chloride), C(Cl)Cl (methylene chloride). Conditions: time 20 minute. Yields the product N([C@@H](CC1=CC=C(C=C1)O)C(=O)O)C(=O)OCC1=CC=CC=C1.N1(CCOCC1)[NH-] (Z-(L)-Tyr morpholin-4-ylamide). Reaction SMILES: C1CCC(N=C=NC2CCCCC2)CC1.[NH:16]([C:29]([O:31][CH2:32][C:33]1[CH:38]=[CH:37][CH:36]=[CH:35][CH:34]=1)=[O:30])[C@H:17]([C:26]([OH:28])=[O:27])[CH2:18][C:19]1[CH:24]=[CH:23][C:22]([OH:25])=[CH:21][CH:20]=1.C1C=CC2N(O)[N:46]=[N:45][C:43]=2[CH:44]=1.N1CC[O:52][CH2:51][CH2:50]1>C(Cl)Cl>[NH:16]([C:29]([O:31][CH2:32][C:33]1[CH:38]=[CH:37][CH:36]=[CH:35][CH:34]=1)=[O:30])[C@H:17]([C:26]([OH:28])=[O:27])[CH2:18][C:19]1[CH:20]=[CH:21][C:22]([OH:25])=[CH:23][CH:24]=1.[N:45]1([NH-:46])[CH2:43][CH2:44][O:52][CH2:51][CH2:50]1 |f:5.6|. Procedure: 9.08 g (44 mmol) of DCC are added to an ice-cooled suspension of 14.04 g (40 mmol) of Z-(L)-Tyr-OH in 750 ml of methylene chloride and the mixture is stirred for 20 min. Subsequently, 10.81 g (80 mmol) of HOBT and a solution of 5.23 g (60 mmol) of morpholine in 50 ml of methylene chloride are added. The mixture is stirred for 18 h at RT and then filtered. The filtrate is washed with sat. NaHCO3 solution, water and brine and the aqueous phases are extracted with 2 portions of methylene chloride. ... Starting materials: IC1=CC(=C(C=C1I)N)N (4,5-diiodo-o-phenylenediamine), O=C(C(=O)OCC)C(=O)OCC (diethyl ketomalonate). Solvent: C(C)O (ethanol). Reaction conditions: time 8 hour. The product is IC=1C=C2NC(C(=NC2=CC1I)C(=O)OCC)=O (Ethyl 6,7-diiodo-3,4-dihydro-3-oxo-2-quinoxaline carboxylate). As a reaction SMILES: [I:1][C:2]1[C:7]([I:8])=[CH:6][C:5]([NH2:9])=[C:4]([NH2:10])[CH:3]=1.O=[C:12]([C:18](OCC)=[O:19])[C:13]([O:15][CH2:16][CH3:17])=[O:14]>C(O)C>[I:1][C:2]1[CH:3]=[C:4]2[C:5](=[CH:6][C:7]=1[I:8])[N:9]=[C:12]([C:13]([O:15][CH2:16][CH3:17])=[O:14])[C:18](=[O:19])[NH:10]2. Procedure details: A solution was prepared from 0.9 g. of 4,5-diiodo-o-phenylenediamine and 25 ml. of ethanol. Five grams of diethyl ketomalonate were added and the resulting mixture was heated to refluxing temperature with stirring overnight. The reaction mixture was then cooled. Ethyl 6,7-diiodo-3,4-dihydro-3-oxo-2-quinoxaline carboxylate formed in the above reaction precipitated and was collected by filtration; yield=0.8 g.; mp=275°-276° C. Starting materials: C1(=CC=CC=C1)OC (anisole), C[C@H]([C@H]1C(=O)N[C@H](C(=O)N[C@H](C(=O)N[C@H](C(=O)N[C@@H](CSSC[C@@H](C(=O)N[C@H](C(=O)N[C@H](C(=O)N[C@H](C(=O)N[C@H](C(=O)N[C@H](C(=O)N[C@H](C(=O)N1)CCCCN)CC2=CNC3=C2C=CC=C3)CC=4C=CC=CC4)CC=5C=CC=CC5)CC(=O)N)CCCCN)NC(=O)CNC(=O)[C@H](C)N)C(=O)O)CO)[C@@H](C)O)CC=6C=CC=CC6)O (somatostatin), C1=CC=C2C(=C1)C(=O)C(C2=O)(O)O (ninhydrin). Product: peptide, N12[C@H](C(=O)N[C@@H](CC3=CC=CC=C3)C(=O)N[C@H](CC3=CNC4=CC=CC=C34)C(=O)N[C@@H](CCCCN)C(=O)N[C@@H]([C@H](O)C)C2=O)CCC1 (cyclo(Pro-Phe-D-Trp-Lys-Thr)). RXN SMILES: [CH3:1][C@@H:2]([OH:115])[C@@H:3]1[NH:51][C:49](=[O:50])[C@H:48]([CH2:52][CH2:53][CH2:54][CH2:55][NH2:56])[NH:47][C:45](=[O:46])[C@H:44]([CH2:57][C:58]2[C:62]3[CH:63]=[CH:64][CH:65]=[CH:66][C:61]=3[NH:60][CH:59]=2)[NH:43]C(=O)[C@H](CC2C=CC=CC=2)NC(=O)[C@H](CC2C=CC=CC=2)NC(=O)[C@H](CC(N)=O)NC(=O)[C@H](CCCCN)NC(=O)[C@@H](NC(CNC([C@@H](N)C)=O)=O)CSSC[C@@H](C(O)=O)NC(=O)[C@H](CO)NC(=O)[C@H]([C@H](O)C)[NH:10][C:8](=[O:9])[C@H:7]([CH2:108][C:109]2C=CC=C[CH:114]=2)[NH:6][C:4]1=[O:5].[CH:116]1[CH:121]=[C:120]2[C:122]([C:124](O)(O)[C:125](=O)[C:119]2=[CH:118][CH:117]=1)=[O:123].C1(OC)C=CC=CC=1>>[N:6]12[CH2:114][CH2:109][CH2:108][C@H:7]1[C:8]([NH:10][C@H:124]([C:122]([NH:43][C@@H:44]([C:45]([NH:47][C@H:48]([C:49]([NH:51][C@H:3]([C:4]2=[O:5])[C@@H:2]([CH3:1])[OH:115])=[O:50])[CH2:52][CH2:53][CH2:54][CH2:55][NH2:56])=[O:46])[CH2:57][C:58]1[C:62]2[C:61](=[CH:66][CH:65]=[CH:64][CH:63]=2)[NH:60][CH:59]=1)=[O:123])[CH2:125][C:119]1[CH:118]=[CH:117][CH:116]=[CH:121][CH:120]=1)=[O:9]. Procedure details: After conventional solid-phase assembly beginning with 1 mmole of Boc-Phe-Merrifield resin (1% cross-linked), the protected peptide hydrazide, H-D-Trp-Lys(Cl-Z)-Thr(Bzl)-Pro-Phe-NHNH2, is cleaved from the support by treatment with hydrazine in methanol and isolated by a procedure described by D. F. Veber et al., Proceedings of the National Academy of Science, U.S.A., 75: 2636-2640, (1978). Without further purification, the hydrazide is converted to the azide, neutralized with triethylamine, and ... The reactants are FC1=CC=C(C=C1)C=1N=C2N(N=C(C=C2)N2CCC(CC2)N2CCCC2)C1C1=C2C(=NC=C1)N(C=C2)S(=O)(=O)C2=CC=C(C=C2)C (2-(4-fluorophenyl)-6-(4-pyrrolidin-1-ylpiperidin-1-yl)-3-[1-(4-methylphenylsulphonyl)-1H-pyrrolo[2,3-b]pyridin-4-yl]imidazo[1,2-b]pyridazine), aqueous solution, [OH-].[Na+] (sodium hydroxide). Run in mixture, CO (methanol), O1CCCC1 (tetrahydrofuran). Yields the product FC1=CC=C(C=C1)C=1N=C2N(N=C(C=C2)N2CCC(CC2)N2CCCC2)C1C1=C2C(=NC=C1)NC=C2 (2-(4-fluorophenyl)-6-(4-pyrrolidin-1-ylpiperidin-1-yl)-3-(1H-pyrrolo[2,3-b]pyridin-4-yl)imidazo[1,2-b]pyridazine). RXN SMILES: [F:1][C:2]1[CH:7]=[CH:6][C:5]([C:8]2[N:9]=[C:10]3[CH:15]=[CH:14][C:13]([N:16]4[CH2:21][CH2:20][CH:19]([N:22]5[CH2:26][CH2:25][CH2:24][CH2:23]5)[CH2:18][CH2:17]4)=[N:12][N:11]3[C:27]=2[C:28]2[CH:33]=[CH:32][N:31]=[C:30]3[N:34](S(C4C=CC(C)=CC=4)(=O)=O)[CH:35]=[CH:36][C:29]=23)=[CH:4][CH:3]=1.[OH-].[Na+]>CO.O1CCCC1>[F:1][C:2]1[CH:7]=[CH:6][C:5]([C:8]2[N:9]=[C:10]3[CH:15]=[CH:14][C:13]([N:16]4[CH2:21][CH2:20][CH:19]([N:22]5[CH2:26][CH2:25][CH2:24][CH2:23]5)[CH2:18][CH2:17]4)=[N:12][N:11]3[C:27]=2[C:28]2[CH:33]=[CH:32][N:31]=[C:30]3[NH:34][CH:35]=[CH:36][C:29]=23)=[CH:4][CH:3]=1 |f:1.2|. Reported procedure: The 2-(4-fluorophenyl)-6-(4-pyrrolidin-1-ylpiperidin-1-yl)-3-[1-(4-methylphenylsulphonyl)-1H-pyrrolo[2,3-b]pyridin-4-yl]imidazo[1,2-b]pyridazine obtained in step 6.1 is dissolved in 3 ml of a mixture of methanol and tetrahydrofuran (2/1), then treated using 0.09 ml (0.54 mmol) of a 6N aqueous solution of sodium hydroxide at 60° C. for 1 and a half hours. The solvent is evaporated and the residue taken up in 3 ml of water. The product is extracted 2 times with 3 ml of dichloromethane. The organic... The solvent is C(C)O (ethanol). Starting materials: C(C1=CC=CC=C1)OC=1C=C(C(CBr)=O)C=CC1OCC1=CC=CC=C1 (3,4-dibenzyloxyphenacyl bromide), C(N)(=O)CC1=CC=C(OCCNCC2=CC=CC=C2)C=C1 (N-[2-(4-carbamoylmethylphenoxy)ethyl]benzylamine), C([O-])([O-])=O.[Na+].[Na+] (sodium carbonate). Procedure details: A mixture 3,4-dibenzyloxyphenacyl bromide (32.8 g.), N-[2-(4-carbamoylmethylphenoxy)ethyl]benzylamine (22.8 g.), anhydrous sodium carbonate (8.4 g.) and ethanol (1 liter) was boiled under reflux for 3 hours, then filtered hot to remove the inorganic sediment and evaporated in vacuo to afford a thick syrup. The latter was recrystallized upon trituration in diethyl ether and a sample of the resultant solid was recrystallized from ethanol to give N-benzyl-N-(3,4-dibenzyloxybenzoyl)methyl-2-(4-carba... Yields the product C(C1=CC=CC=C1)N(CC(C1=CC(=C(C=C1)OCC1=CC=CC=C1)OCC1=CC=CC=C1)=O)CCOC1=CC=C(C=C1)CC(N)=O (N-benzyl-N-(3,4-dibenzyloxybenzoyl)methyl-2-(4-carbamoylmethylphenoxy)ethylamine). Reaction SMILES: [CH2:1]([O:8][C:9]1[CH:10]=[C:11]([CH:16]=[CH:17][C:18]=1[O:19][CH2:20][C:21]1[CH:26]=[CH:25][CH:24]=[CH:23][CH:22]=1)[C:12](=[O:15])[CH2:13]Br)[C:2]1[CH:7]=[CH:6][CH:5]=[CH:4][CH:3]=1.[C:27]([CH2:30][C:31]1[CH:47]=[CH:46][C:34]([O:35][CH2:36][CH2:37][NH:38][CH2:39][C:40]2[CH:45]=[CH:44][CH:43]=[CH:42][CH:41]=2)=[CH:33][CH:32]=1)(=[O:29])[NH2:28].C(=O)([O-])[O-].[Na+].[Na+]>C(O)C>[CH2:39]([N:38]([CH2:37][CH2:36][O:35][C:34]1[CH:33]=[CH:32][C:31]([CH2:30][C:27](=[O:29])[NH2:28])=[CH:47][CH:46]=1)[CH2:13][C:12](=[O:15])[C:11]1[CH:16]=[CH:17][C:18]([O:19][CH2:20][C:21]2[CH:26]=[CH:25][CH:24]=[CH:23][CH:22]=2)=[C:9]([O:8][CH2:1][C:2]2[CH:7]=[CH:6][CH:5]=[CH:4][CH:3]=2)[CH:10]=1)[C:40]1[CH:41]=[CH:42][CH:43]=[CH:44][CH:45]=1 |f:2.3.4|. The reactants are C=CCOC(=O)Cl, ClCCl, [K+], [K+], Cc1ccc(N)cc1C(=O)c1ccc(Nc2ccc(F)cc2F)cc1Cl, O=C([O-])[O-]. Yields the product C=CCOC(=O)Nc1ccc(C)c(C(=O)c2ccc(Nc3ccc(F)cc3F)cc2Cl)c1. As a reaction SMILES: [Cl:33][C:34](=[O:35])[O:36][CH2:37][CH:38]=[CH2:39].[Cl:40][CH2:41][Cl:42].[K+:27].[K+:28].[NH2:1][c:2]1[cH:3][cH:4][c:5]([CH3:26])[c:6]([C:8](=[O:9])[c:10]2[c:11]([Cl:25])[cH:12][c:13]([NH:16][c:17]3[c:18]([F:24])[cH:19][c:20]([F:23])[cH:21][cH:22]3)[cH:14][cH:15]2)[cH:7]1.[O-:29][C:30]([O-:31])=[O:32]>>[NH:1]([c:2]1[cH:3][cH:4][c:5]([CH3:26])[c:6]([C:8](=[O:9])[c:10]2[c:11]([Cl:25])[cH:12][c:13]([NH:16][c:17]3[c:18]([F:24])[cH:19][c:20]([F:23])[cH:21][cH:22]3)[cH:14][cH:15]2)[cH:7]1)[C:34](=[O:35])[O:36][CH2:37][CH:38]=[CH2:39]. Isolated yield 66.2%. Reactants: C(C1=CC=CC=C1)(=O)O[C@H]1[C@@H](O[C@@H]([C@H]1F)CC(SC1=CC=CC=C1)P(=O)(OCC)OCC)N1C=2N=C(NC(C2N=C1)=O)NC(C)=O ((2R,3S,4R,5R)-2-(2-acetamido-6-oxo-1,6-dihydropurin-9-yl)-5-(2-(diethoxyphosphoryl)-2-(phenylthio)ethyl)-4-fluoro-tetrahydrofuran-3-yl benzoate), C(C(C)C)(=O)NC=1NC(C=2N=CN(C2N1)C1C(C(C(O1)C=CP(=O)(O)O)OC(C1=CC=CC=C1)=O)OC)=O (Benzoic acid 5-(2-isobutyrylamino-6-oxo-1,6-dihydro-purin-9-yl)-4-methoxy-2-(2-phosphono-vinyl)-tetrahydro-furan-3-yl ester). Yields the product C(C)(=O)NC=1NC(C=2N=CN(C2N1)[C@H]1[C@@H]([C@@H]([C@H](O1)CC(SC1=CC=CC=C1)P(O)(O)=O)F)OC(C1=CC=CC=C1)=O)=O (2-((2R,3R,4S,5R)-5-(2-acetamido-6-oxo-1,6-dihydropurin-9-yl)-4-(benzoyloxy)-3-fluoro-tetrahydrofuran-2-yl)-1-(phenylthio)ethylphosphonic acid). As a reaction SMILES: [C:1]([O:9][C@@H:10]1[C@H:14]([F:15])[C@@H:13]([CH2:16][CH:17]([P:25]([O:30]CC)([O:27]CC)=[O:26])[S:18][C:19]2[CH:24]=[CH:23][CH:22]=[CH:21][CH:20]=2)[O:12][C@H:11]1[N:33]1[CH:41]=[N:40][C:39]2[C:38](=[O:42])[NH:37][C:36]([NH:43][C:44](=[O:46])[CH3:45])=[N:35][C:34]1=2)(=[O:8])[C:2]1[CH:7]=[CH:6][CH:5]=[CH:4][CH:3]=1.C(NC1NC(=O)C2N=CN(C3OC(C=CP(O)(O)=O)C(OC(=O)C4C=CC=CC=4)C3OC)C=2N=1)(=O)C(C)C>>[C:44]([NH:43][C:36]1[NH:37][C:38](=[O:42])[C:39]2[N:40]=[CH:41][N:33]([C@@H:11]3[O:12][C@H:13]([CH2:16][CH:17]([P:25](=[O:26])([OH:27])[OH:30])[S:18][C:19]4[CH:20]=[CH:21][CH:22]=[CH:23][CH:24]=4)[C@@H:14]([F:15])[C@H:10]3[O:9][C:1](=[O:8])[C:2]3[CH:3]=[CH:4][CH:5]=[CH:6][CH:7]=3)[C:34]=2[N:35]=1)(=[O:46])[CH3:45]. Procedure details: Compound 35.16 (45 mg, 66% yield) was synthesized from compound 35.15 (77 mg, 0.11 mmol) using the procedure described for the preparation of compound 16.8. Starting materials: OC1=C(C=C(C(=O)OC)C=C1)C#C[Si](C)(C)C (Methyl 4-hydroxy-3-[(trimethylsilyl)ethynyl]benzoate). The reagents and catalysts are [Cu]I (CuI). Solvent: CO (MeOH). Run at temperature 60 celsius. Product: C[Si](C=1OC2=C(C1)C=C(C=C2)C(=O)OC)(C)C (methyl 2-trimethylsilylbenzofuran-5-carboxylate). RXN SMILES: [OH:1][C:2]1[CH:11]=[CH:10][C:5]([C:6]([O:8][CH3:9])=[O:7])=[CH:4][C:3]=1[C:12]#[C:13][Si:14]([CH3:17])([CH3:16])[CH3:15]>CO.[Cu]I>[CH3:16][Si:14]([CH3:15])([CH3:17])[C:13]1[O:1][C:2]2[CH:11]=[CH:10][C:5]([C:6]([O:8][CH3:9])=[O:7])=[CH:4][C:3]=2[CH:12]=1. Procedure: Methyl 4-hydroxy-3-[(trimethylsilyl)ethynyl]benzoate (11 g, 44.5 mmol) is combined with CuI (423 mg, 2.2 mmol) and DIA (7.1 ml, 50 mmol) in MeOH (110 mL) in a flask under nitrogen. The reaction is warmed to 60° C. for 6 h, the volatiles are removed in vacuo, and the brown-green residue is chromatographed over 500 g silica gel (230-400 mesh) eluting with 20% EtOAc/hexane. Two pools are isolated to provide 3.43 g (31%) of the early eluting methyl 2-trimethylsilylbenzofuran-5-carboxylate and 2.63 g...